From a dataset of the Open Reaction Database (ORD), a public repository of structured organic reaction records. describe an organic reaction: reactants, conditions, products, and yield Reactants: S=C(Cl)Cl, O=C(O)C(F)(F)F, COc1cc(C(C)C)c(Oc2cnc(N)nc2N)cc1N, [Na+], [OH-], O. Yields the product COc1cc(C(C)C)c(Oc2cnc(N)nc2N)cc1N=C=S. RXN SMILES: [Cl:29][C:30]([Cl:31])=[S:32].[F:22][C:23]([F:24])([F:25])[C:26]([OH:27])=[O:28].[NH2:1][c:2]1[c:3]([O:20][CH3:21])[cH:4][c:5]([CH:17]([CH3:18])[CH3:19])[c:6]([O:7][c:8]2[c:9]([NH2:15])[n:10][c:11]([NH2:14])[n:12][cH:13]2)[cH:16]1.[Na+:34].[OH-:33].[OH2:35]>>[N:1]([c:2]1[c:3]([O:20][CH3:21])[cH:4][c:5]([CH:17]([CH3:18])[CH3:19])[c:6]([O:7][c:8]2[c:9]([NH2:15])[n:10][c:11]([NH2:14])[n:12][cH:13]2)[cH:16]1)=[C:30]=[S:32]. The reactants are CCOc1nc2ccc(-c3cn(C(C)C)cn3)cc2n1Cc1ccc(-c2ccccc2C(=O)OC(C)(C)C)cc1, ClCCl, O=C(O)C(F)(F)F. Product: CCOc1nc2ccc(-c3cn(C(C)C)cn3)cc2n1Cc1ccc(-c2ccccc2C(=O)O)cc1. RXN SMILES: [CH2:1]([CH3:2])[O:3][c:4]1[n:5][c:6]2[c:7]([n:8]1[CH2:9][c:10]1[cH:11][cH:12][c:13](-[c:16]3[c:17]([C:22](=[O:23])[O:24][C:25]([CH3:26])([CH3:27])[CH3:28])[cH:18][cH:19][cH:20][cH:21]3)[cH:14][cH:15]1)[cH:29][c:30](-[c:33]1[n:34][cH:35][n:36]([CH:38]([CH3:39])[CH3:40])[cH:37]1)[cH:31][cH:32]2.[CH2:48]([Cl:49])[Cl:50].[OH:41][C:42]([C:43]([F:44])([F:45])[F:46])=[O:47]>>[CH2:1]([CH3:2])[O:3][c:4]1[n:5][c:6]2[c:7]([n:8]1[CH2:9][c:10]1[cH:11][cH:12][c:13](-[c:16]3[c:17]([C:22](=[O:23])[OH:24])[cH:18][cH:19][cH:20][cH:21]3)[cH:14][cH:15]1)[cH:29][c:30](-[c:33]1[n:34][cH:35][n:36]([CH:38]([CH3:39])[CH3:40])[cH:37]1)[cH:31][cH:32]2. Starting materials: CN(C)C1CC(CO[Si](c2ccccc2)(c2ccccc2)C(C)(C)C)N(C(=O)OC(C)(C)C)C1, CCCC[N+](CCCC)(CCCC)CCCC, C1CCOC1, [F-]. Product: CN(C)C1CC(CO)N(C(=O)OC(C)(C)C)C1. As a reaction SMILES: [C:1]([CH3:2])([CH3:3])([CH3:4])[O:5][C:6](=[O:7])[N:8]1[CH:9]([CH2:16][O:17][Si:18]([C:19]([CH3:20])([CH3:21])[CH3:22])([c:23]2[cH:24][cH:25][cH:26][cH:27][cH:28]2)[c:29]2[cH:30][cH:31][cH:32][cH:33][cH:34]2)[CH2:10][CH:11]([N:13]([CH3:14])[CH3:15])[CH2:12]1.[CH2:36]([N+:37]([CH2:38][CH2:39][CH2:40][CH3:41])([CH2:42][CH2:43][CH2:44][CH3:45])[CH2:46][CH2:47][CH2:48][CH3:49])[CH2:50][CH2:51][CH3:52].[CH2:53]1[O:54][CH2:55][CH2:56][CH2:57]1.[F-:35]>>[C:1]([CH3:2])([CH3:3])([CH3:4])[O:5][C:6](=[O:7])[N:8]1[CH:9]([CH2:16][OH:17])[CH2:10][CH:11]([N:13]([CH3:14])[CH3:15])[CH2:12]1. Reactants: NC1=CC(=C(C=C1F)SC#N)C(C1=NC=CC=C1C)=O (4-amino-5-fluoro-2-(3-methylpicolinoyl)phenyl thiocyanate), [OH-].[NH4+] (ammonium hydroxide). Solvent: CO (methanol). Run at time 8 hour. Yields the product NC=1C(=CC2=C(C(=NS2)C2=NC=CC=C2C)C1)F (5-Amino-6-fluoro-3-(3-methyl-2-pyridyl)-1,2-benzisothiazole). The yield is 66.6%. Reaction SMILES: [NH2:1][C:2]1[C:7]([F:8])=[CH:6][C:5]([S:9]C#N)=[C:4]([C:12](=O)[C:13]2[C:18]([CH3:19])=[CH:17][CH:16]=[CH:15][N:14]=2)[CH:3]=1.[OH-].[NH4+:22]>CO>[NH2:1][C:2]1[C:7]([F:8])=[CH:6][C:5]2[S:9][N:22]=[C:12]([C:13]3[C:18]([CH3:19])=[CH:17][CH:16]=[CH:15][N:14]=3)[C:4]=2[CH:3]=1 |f:1.2|. Procedure: A mixture of 4-amino-5-fluoro-2-(3-methylpicolinoyl)phenyl thiocyanate(3.06 g, 0.0112 mole), concentrated ammonium hydroxide (300 ml) and methanol (300 ml) is stirred overnight at room temperature. The methanol is removed in vacuo and the resultant mixture is filtered to afford the title compound as a green solid (1.93 g, 66.6%) which is identified by NMR spectral analysis. Reactants: NCCCCCCCCN=C(NC(OC(C)(C)C)=O)NC(OC(C)(C)C)=O (bis(1,1-dimethylethyl) [[(8-aminooctyl)imino]methylene]biscarbamate), C1(CCCCC1)N=C=NC1CCCCC1 (N,N'-dicyclohexylcarbodiimide), ON1N=NC2=C1C=CC=C2 (1-hydroxybenzotriazole), C1(=CC=CC=C1)COC(C(=O)OCC)C(=O)[O-] (ethyl 2-phenylmethoxypropanedioate). Solvent: ClCCl (dichloromethane), ClCCl (dichloromethane). Conditions: temperature 0 celsius, time 0.5 hour. Yields the product CC(C)(OC(=O)NC(=NC(=O)OC(C)(C)C)NCCCCCCCCNC(C(C(=O)OCC)OCC1=CC=CC=C1)=O)C (1-(1,1-Dimethylethyl) 16-ethyl 3-[[(1,1-dimethylethoxy)carbonyl]amino]-15-phenylmethoxy-14-oxo-2,4,13-triazahexadec-2-enedioate). The yield is 40.8%. As a reaction SMILES: [C:1]1([CH2:7][O:8][CH:9]([C:15]([O-:17])=O)[C:10]([O:12][CH2:13][CH3:14])=[O:11])[CH:6]=[CH:5][CH:4]=[CH:3][CH:2]=1.C1(N=C=NC2CCCCC2)CCCCC1.ON1C2C=CC=CC=2N=N1.[NH2:43][CH2:44][CH2:45][CH2:46][CH2:47][CH2:48][CH2:49][CH2:50][CH2:51][N:52]=[C:53]([NH:62][C:63](=[O:69])[O:64][C:65]([CH3:68])([CH3:67])[CH3:66])[NH:54][C:55](=[O:61])[O:56][C:57]([CH3:60])([CH3:59])[CH3:58]>ClCCl>[CH3:67][C:65]([CH3:68])([O:64][C:63]([NH:62][C:53]([NH:52][CH2:51][CH2:50][CH2:49][CH2:48][CH2:47][CH2:46][CH2:45][CH2:44][NH:43][C:15](=[O:17])[CH:9]([O:8][CH2:7][C:1]1[CH:2]=[CH:3][CH:4]=[CH:5][CH:6]=1)[C:10]([O:12][CH2:13][CH3:14])=[O:11])=[N:54][C:55]([O:56][C:57]([CH3:58])([CH3:59])[CH3:60])=[O:61])=[O:69])[CH3:66]. Procedure: 2.6 g (10.9.10-3 mol) of ethyl 2-phenylmethoxypropanedioate are dissolved in 50 ml of dichloromethane and the mixture is cooled to 0° C. 4.34 g (22.10-3 mol) of N,N'-dicyclohexylcarbodiimide and 0.57 g (4.10-3 mol) of 1-hydroxybenzotriazole are added, the mixture is stirred for 0.5 hour, a solution of 4.21 g (10.9. 10-3 mol) of bis(1,1-dimethylethyl) [[(8-aminooctyl)imino]methylene]biscarbamate in 15 ml of dichloromethane is then added and the mixture is stirred at room temperature for 48 hours.... The reactants are C(Cl)Cl.CO (CH2Cl2 MeOH), CC1(OB(OC1(C)C)C1=CC=C(N)C=C1)C (4-(4,4,5,5-tetramethyl-1,3,2-dioxaborolan-2-yl)aniline), IC1=CC=C(C=C1)CCCC(=O)OC (methyl 4-(4-iodophenyl)butanoate). Reagents/catalysts: C=1C=CC(=CC1)[P](C=2C=CC=CC2)(C=3C=CC=CC3)[Pd]([P](C=4C=CC=CC4)(C=5C=CC=CC5)C=6C=CC=CC6)([P](C=7C=CC=CC7)(C=8C=CC=CC8)C=9C=CC=CC9)[P](C=1C=CC=CC1)(C=1C=CC=CC1)C=1C=CC=CC1 (Pd(PPh3)4). The solvent is C(OC)COC (dimethoxyethane). Run at temperature 110 celsius. Product: NC1=CC=C(C=C1)C1=CC=C(C=C1)CCCC(=O)OC (methyl 4-(4′-amino-[1,1′-biphenyl]-4-yl)butanoate). Isolated yield 82.5%. RXN SMILES: CC1(C)C(C)(C)OB([C:9]2[CH:15]=[CH:14][C:12]([NH2:13])=[CH:11][CH:10]=2)O1.I[C:18]1[CH:23]=[CH:22][C:21]([CH2:24][CH2:25][CH2:26][C:27]([O:29][CH3:30])=[O:28])=[CH:20][CH:19]=1.C(Cl)Cl.CO>C(COC)OC.C1C=CC([P]([Pd]([P](C2C=CC=CC=2)(C2C=CC=CC=2)C2C=CC=CC=2)([P](C2C=CC=CC=2)(C2C=CC=CC=2)C2C=CC=CC=2)[P](C2C=CC=CC=2)(C2C=CC=CC=2)C2C=CC=CC=2)(C2C=CC=CC=2)C2C=CC=CC=2)=CC=1>[NH2:13][C:12]1[CH:11]=[CH:10][C:9]([C:18]2[CH:23]=[CH:22][C:21]([CH2:24][CH2:25][CH2:26][C:27]([O:29][CH3:30])=[O:28])=[CH:20][CH:19]=2)=[CH:15][CH:14]=1 |f:2.3,^1:45,47,66,85|. Reported procedure: Solid 4-(4,4,5,5-tetramethyl-1,3,2-dioxaborolan-2-yl)aniline (158 mg, 0.723 mmol) and Pd(PPh3)4 (38 mg, 0.033 mmol) were added to a solution of methyl 4-(4-iodophenyl)butanoate (200 mg, 0.657 mmol) in dimethoxyethane/2M Na2CO3 (3 mL, 2:1) at rt. The resulting mixture was degassed with argon gas then heated at 110° C. using microwave for 30 min. The reaction mixture was diluted with EtOAc (10 mL) then washed with H2O (10 mL), brine (10 mL), dried over Na2SO4, and concentrated to give crude (294 m... The reactants are FB(F)F, O=C(O)c1ccc(Br)cc1COc1ccc(F)cc1, CCOCC, ClCCl, O=C(OC(=O)C(F)(F)F)C(F)(F)F, [Na+], [OH-]. Yields the product O=C1c2ccc(Br)cc2COc2ccc(F)cc21. Reaction SMILES: [B:38]([F:39])([F:40])[F:41].[Br:1][c:2]1[cH:3][c:4]([CH2:11][O:12][c:13]2[cH:14][cH:15][c:16]([F:19])[cH:17][cH:18]2)[c:5]([C:6](=[O:7])[OH:8])[cH:9][cH:10]1.[CH2:33]([O:34][CH2:35][CH3:36])[CH3:37].[Cl:44][CH2:45][Cl:46].[F:20][C:21]([F:22])([F:23])[C:24]([O:25][C:26](=[O:27])[C:28]([F:29])([F:30])[F:31])=[O:32].[Na+:43].[OH-:42]>>[Br:1][c:2]1[cH:3][c:4]2[c:5]([cH:9][cH:10]1)[C:6](=[O:8])[c:14]1[c:13]([cH:18][cH:17][c:16]([F:19])[cH:15]1)[O:12][CH2:11]2. The reactants are CCN1CCN(S(=O)(=O)c2cccc(Br)c2)CC1, CCN1CCN(S(=O)(=O)c2cccc(N3CCc4c(-c5cnc(N(Cc6ccc(OC)cc6)Cc6ccc(OC)cc6)nc5)nc(N5CCOCC5)nc43)c2)CC1, COc1ccc(CN(Cc2ccc(OC)cc2)c2ncc(-c3nc(N4CCOCC4)nc4c3CCN4)cn2)cc1. Yields the product CCN1CCN(S(=O)(=O)c2cccc(N3CCc4c(-c5cnc(N)nc5)nc(N5CCOCC5)nc43)c2)CC1. RXN SMILES: [Br:41][c:42]1[cH:43][c:44]([S:45]([N:46]2[CH2:47][CH2:48][N:49]([CH2:50][CH3:51])[CH2:52][CH2:53]2)(=[O:54])=[O:55])[cH:56][cH:57][cH:58]1.[CH2:59]([CH3:60])[N:61]1[CH2:62][CH2:63][N:64]([S:67](=[O:68])(=[O:69])[c:70]2[cH:71][c:72]([N:76]3[CH2:77][CH2:78][c:79]4[c:80]3[n:81][c:82]([N:110]3[CH2:111][CH2:112][O:113][CH2:114][CH2:115]3)[n:83][c:84]4-[c:85]3[cH:86][n:87][c:88]([N:91]([CH2:92][c:93]4[cH:94][cH:95][c:96]([O:97][CH3:98])[cH:99][cH:100]4)[CH2:101][c:102]4[cH:103][cH:104][c:105]([O:106][CH3:107])[cH:108][cH:109]4)[n:89][cH:90]3)[cH:73][cH:74][cH:75]2)[CH2:65][CH2:66]1.[CH3:1][O:2][c:3]1[cH:4][cH:5][c:6]([CH2:7][N:8]([CH2:9][c:10]2[cH:11][cH:12][c:13]([O:14][CH3:15])[cH:16][cH:17]2)[c:18]2[n:19][cH:20][c:21](-[c:22]3[c:23]4[c:27]([n:28][c:29]([N:30]5[CH2:31][CH2:32][O:33][CH2:34][CH2:35]5)[n:36]3)[NH:26][CH2:25][CH2:24]4)[cH:37][n:38]2)[cH:39][cH:40]1>>[CH2:59]([CH3:60])[N:61]1[CH2:62][CH2:63][N:64]([S:67](=[O:68])(=[O:69])[c:70]2[cH:71][c:72]([N:76]3[CH2:77][CH2:78][c:79]4[c:80]3[n:81][c:82]([N:110]3[CH2:111][CH2:112][O:113][CH2:114][CH2:115]3)[n:83][c:84]4-[c:85]3[cH:86][n:87][c:88]([NH2:91])[n:89][cH:90]3)[cH:73][cH:74][cH:75]2)[CH2:65][CH2:66]1.